This data is from the Open Reaction Database (ORD), a public repository of structured organic reaction records. The task is: describe an organic reaction: reactants, conditions, products, and yield Reactants: ClCCl, CSc1cc2ncnc(Oc3ccc([N+](=O)[O-])cc3F)c2s1, O=C(OO)c1cccc(Cl)c1. Product: CS(=O)c1cc2ncnc(Oc3ccc([N+](=O)[O-])cc3F)c2s1. Reaction SMILES: [Cl:34][CH2:35][Cl:36].[F:1][c:2]1[c:3]([O:4][c:5]2[c:6]3[c:7]([n:8][cH:9][n:10]2)[cH:11][c:12]([S:14][CH3:15])[s:13]3)[cH:16][cH:17][c:18]([N+:20](=[O:21])[O-:22])[cH:19]1.[OH:23][O:24][C:25]([c:26]1[cH:27][c:28]([Cl:29])[cH:30][cH:31][cH:32]1)=[O:33]>>[F:1][c:2]1[c:3]([O:4][c:5]2[c:6]3[c:7]([n:8][cH:9][n:10]2)[cH:11][c:12]([S:14]([CH3:15])=[O:23])[s:13]3)[cH:16][cH:17][c:18]([N+:20](=[O:21])[O-:22])[cH:19]1. Reactants: O[C@@H](CCCCN1C(=O)NC=2N=CN(C2C1=O)C)C ((R)-1-(5-hydroxyhexyl)-7-methylxanthine), C(C1=CC=CC=C1)N1C=NC=2N(C(N(C(C12)=O)CCCC[C@H](C)O)=O)C ((S)-7-benzyl-1-(5-hydroxyhexyl)-3-methylxanthine), C(C1=CC=CC=C1)N1C=NC=2N(C(N(C(C12)=O)CCCC[C@@H](C)O)=O)C ((R)-7-benzyl-1-(5-hydroxyhexyl)-3-methylxanthine). Product: O[C@H](CCCCN1C(=O)NC=2N=CN(C2C1=O)C)C ((S)-1-(5-hydroxyhexyl)-7-methylxanthine). As a reaction SMILES: [OH:1][C@H:2]([CH3:19])[CH2:3][CH2:4][CH2:5][CH2:6][N:7]1[C:16](=[O:17])[C:15]2[N:14]([CH3:18])[CH:13]=[N:12][C:11]=2[NH:10][C:8]1=[O:9].C(N1C2C(=O)N(CCCC[C@@H](O)C)C(=O)N(C)C=2N=C1)C1C=CC=CC=1.C(N1C2C(=O)N(CCCC[C@H](O)C)C(=O)N(C)C=2N=C1)C1C=CC=CC=1>>[OH:1][C@@H:2]([CH3:19])[CH2:3][CH2:4][CH2:5][CH2:6][N:7]1[C:16](=[O:17])[C:15]2[N:14]([CH3:18])[CH:13]=[N:12][C:11]=2[NH:10][C:8]1=[O:9]. Procedure details: (S)-1-(5-hydroxyhexyl)-7-methylxanthine was synthesized from (R)-1-(5-hydroxyhexyl)-7-methylxanthine according to the method described in Example 30 for the synthesis of (S)-7-benzyl-1-(5-hydroxyhexyl)-3-methylxanthine from (R)-7-benzyl-1-(5-hydroxyhexyl)-3-methylxanthine. The reactants are Cl (hydrochloric acid), FC(S(=O)(=O)OC1=CC=C2C=C(C(OC2=C1)=O)C1=CC=C(C=C1)OC)(F)F (3-(4-methoxyphenyl)-2-oxo-2H-chromen-7-yl trifluoromethanesulfonate), C(#CC)O (propyn-1-ol), C([O-])([O-])=O.[Cs+].[Cs+] (caesium carbonate), 2-dicyclohexylphosphino-2′-4′-6′-triisopropylbiphenyl. Reagents/catalysts: CC#N.CC#N.Cl[Pd]Cl (bis(acetonitrile)palladium(II)chloride). Run in O (water), O1CCOCC1 (dioxane). Yields the product OCC#CC1=CC=C2C=C(C(OC2=C1)=O)C1=CC=C(C=C1)OC (7-(3-hydroxyprop-1-ynyl)-3-(4-methoxyphenyl)chromen-2-one). RXN SMILES: FC(F)(F)S(O[C:7]1[CH:16]=[C:15]2[C:10]([CH:11]=[C:12]([C:18]3[CH:23]=[CH:22][C:21]([O:24][CH3:25])=[CH:20][CH:19]=3)[C:13](=[O:17])[O:14]2)=[CH:9][CH:8]=1)(=O)=O.[C:28]([OH:31])#[C:29][CH3:30].C(=O)([O-])[O-].[Cs+].[Cs+].Cl>O1CCOCC1.CC#N.CC#N.Cl[Pd]Cl.O>[OH:31][CH2:28][C:29]#[C:30][C:7]1[CH:16]=[C:15]2[C:10]([CH:11]=[C:12]([C:18]3[CH:23]=[CH:22][C:21]([O:24][CH3:25])=[CH:20][CH:19]=3)[C:13](=[O:17])[O:14]2)=[CH:9][CH:8]=1 |f:2.3.4,7.8.9|. Procedure: 6.90 g (17.2 mmol) of 3-(4-methoxyphenyl)-2-oxo-2H-chromen-7-yl trifluoromethanesulfonate, 1.5 ml (25.4 mmol) of propyn-1-ol, 12.0 g (36.8 mmol) of caesium carbonate, 150 mg (0.578 mmol) of bis(acetonitrile)palladium(II)chloride and 800 mg (1.68 mmol) of 2-dicyclohexylphosphino-2′-4′-6′-triisopropylbiphenyl are stirred in 100 ml of dioxane at 60° C. for 3 h, added to 400 ml of water and acidified using 2 N hydrochloric acid. The aqueous phase is extracted three times with ethyl acetate, and the ... Reactants: C(C)(C)(C)OC(=O)N(C1CC(C1)CC(=O)N[C@@H](CC=1C(=C(C(=O)OC(C)(C)C)C=CC1)OC)B1OC2(C3C(C(CC2O1)C3)(C)C)C)CCNC(=O)OC(C)(C)C (tert-butyl 3-((R)-2-(2-(3-(tert-butoxycarbonyl(2-(tert-butoxycarbonylamino)ethyl)amino)cyclobutyl)acetamido)-2-(2,9,9-trimethyl-3,5-dioxa-4-bora-tricyclo[6.1.1.02,6]dec-4-yl)ethyl)-2-methoxybenzoate), B(Cl)(Cl)Cl (BCl3). Product: NCCNC1CC(C1)CC(=O)N[C@@H]1B(OC2=C(C1)C=CC=C2C(=O)O)O ((R)-3-(2-(3-(2-aminoethylamino)cyclobutyl)acetamido)-2-hydroxy-3,4-dihydro-2H-benzo[e][1,2]oxaborinine-8-carboxylic acid). Reaction SMILES: C(OC([N:8]([CH2:47][CH2:48][NH:49]C(OC(C)(C)C)=O)[CH:9]1[CH2:12][CH:11]([CH2:13][C:14]([NH:16][C@H:17]([B:34]2[O:42]C3C(C)(C4CC(C3)C4(C)C)[O:35]2)[CH2:18][C:19]2[C:20](OC)=[C:21]([CH:29]=[CH:30][CH:31]=2)[C:22]([O:24]C(C)(C)C)=[O:23])=[O:15])[CH2:10]1)=O)(C)(C)C.B(Cl)(Cl)Cl>>[NH2:49][CH2:48][CH2:47][NH:8][CH:9]1[CH2:12][CH:11]([CH2:13][C:14]([NH:16][C@H:17]2[CH2:18][C:19]3[CH:31]=[CH:30][CH:29]=[C:21]([C:22]([OH:24])=[O:23])[C:20]=3[O:35][B:34]2[OH:42])=[O:15])[CH2:10]1. Procedure: Prepared from tert-butyl 3-((R)-2-(2-(3-(tert-butoxycarbonyl(2-(tert-butoxycarbonylamino)ethyl)amino)cyclobutyl)acetamido)-2-(2,9,9-trimethyl-3,5-dioxa-4-bora-tricyclo[6.1.1.02,6]dec-4-yl)ethyl)-2-methoxybenzoate and BCl3 following the procedure described in Step 2 of Example 1. The crude product was purified by reverse phase preparative HPLC and dried using lyophilization. ESI-MS m/z 362 (MH)+.